This data is from the Open Reaction Database (ORD), a public repository of structured organic reaction records. The task is: describe an organic reaction: reactants, conditions, products, and yield Starting materials: CC(=O)OCCBr, Clc1nc(N2CCOCC2)c2nc[nH]c2n1. Product: CC(=O)OCCn1cnc2c(N3CCOCC3)nc(Cl)nc21. RXN SMILES: [C:17]([CH3:18])(=[O:19])[O:20][CH2:21][CH2:22][Br:23].[Cl:1][c:2]1[n:3][c:4]([N:11]2[CH2:12][CH2:13][O:14][CH2:15][CH2:16]2)[c:5]2[n:6][cH:7][nH:8][c:9]2[n:10]1>>[Cl:1][c:2]1[n:3][c:4]([N:11]2[CH2:12][CH2:13][O:14][CH2:15][CH2:16]2)[c:5]2[n:6][cH:7][n:8]([CH2:22][CH2:21][O:20][C:17]([CH3:18])=[O:19])[c:9]2[n:10]1.